From a dataset of the Open Reaction Database (ORD), a public repository of structured organic reaction records. describe an organic reaction: reactants, conditions, products, and yield The reactants are BrC1=C(C(=CC=C1)Cl)C (2-bromo-6-chlorotoluene), BrN1C(CCC1=O)=O (N-bromosuccinimide). Solvent: C(Cl)(Cl)(Cl)Cl (carbon tetrachloride). Product: BrC1=C(CBr)C(=CC=C1)Cl (2-bromo-6-chlorobenzylbromide). RXN SMILES: [Br:1][C:2]1[CH:7]=[CH:6][CH:5]=[C:4]([Cl:8])[C:3]=1[CH3:9].[Br:10]N1C(=O)CCC1=O>C(Cl)(Cl)(Cl)Cl>[Br:1][C:2]1[CH:7]=[CH:6][CH:5]=[C:4]([Cl:8])[C:3]=1[CH2:9][Br:10]. Reported procedure: 2-bromo-6-chlorotoluene (20.55 g) and N-bromosuccinimide (19.6 g) were stirred together in carbon tetrachloride (100 ml) under reflux for 22 hours exposure to radiation from an infrared lamp. The resulting solution was cooled in ice, filtered and evaporated to yield the title product which was dissolved in petroleum ether (60-80). Part was recrystallised therefrom as pink needles (8.5 g) and part was recovered by evaporation as a dark orange solid (17.7 g) (total yield 26.2 g. 92%). Run in ClCCl (dichloromethane). The reactants are C(=O)(O)[O-].[Na+] (NaHCO3), N1CC(C1)NC(OC(C)(C)C)=O (Tert-butyl azetidin-3-ylcarbamate), O1CC(CC1)=O (dihydrofuran-3(2H)-one), C(C)(=O)O[BH-](OC(C)=O)OC(C)=O.[Na+] (sodium triacetoxyborohydride). Product: O1CC(CC1)N1CC(C1)NC(OC(C)(C)C)=O (tert-butyl 1-(tetrahydrofuran-3-yl)azetidin-3-ylcarbamate). RXN SMILES: [NH:1]1[CH2:4][CH:3]([NH:5][C:6](=[O:12])[O:7][C:8]([CH3:11])([CH3:10])[CH3:9])[CH2:2]1.[O:13]1[CH2:17][CH2:16][C:15](=O)[CH2:14]1.C(O[BH-](OC(=O)C)OC(=O)C)(=O)C.[Na+].C([O-])(O)=O.[Na+]>ClCCl>[O:13]1[CH2:17][CH2:16][CH:15]([N:1]2[CH2:4][CH:3]([NH:5][C:6](=[O:12])[O:7][C:8]([CH3:9])([CH3:11])[CH3:10])[CH2:2]2)[CH2:14]1 |f:2.3,4.5|. Procedure details: Tert-butyl azetidin-3-ylcarbamate (0.550 g), dihydrofuran-3(2H)-one (0.412 g) and sodium triacetoxyborohydride (1.015 g) were stirred together in dichloromethane (5 mL). After stirring overnight, the reaction was poured into saturated aqueous NaHCO3 solution (25 mL) and extracted with dichloromethane (50 mL). The organic layer was washed with brine (25 mL), dried over magnesium sulfate, filtered, and concentrated. Silica gel chromatography (GraceResolv 12 g) eluting with a gradient of 0.5% to 7.... Run at time 8 hour.